This data is from the Open Reaction Database (ORD), a public repository of structured organic reaction records. The task is: describe an organic reaction: reactants, conditions, products, and yield Starting materials: 3, COC(C1=C(C=CC=C1)C=C(C)[N+](=O)[O-])=O ((2 nitro 1 propenyl)benzoic acid-methyl ester), C1CCOC1 (THF), B (borane), [BH4-].[Na+] (sodium borohydride), ice, C1CCOC1 (THF). Reaction conditions: time 15 minute. Product: NC(CC=1C=C(CO)C=CC1)C (3-(2-aminopropyl)benzyl alcohol). Reaction SMILES: B.COC(=O)[C:5]1[CH:10]=[CH:9][CH:8]=[CH:7][C:6]=1[CH:11]=[C:12]([N+:14]([O-])=O)[CH3:13].[BH4-].[Na+].C1C[O:23][CH2:22]C1>>[NH2:14][CH:12]([CH3:13])[CH2:11][C:6]1[CH:5]=[C:10]([CH:9]=[CH:8][CH:7]=1)[CH2:22][OH:23] |f:2.3|. Reported procedure: In an oven-dried flask under nitrogen atmosphere was placed 12.15 mL (12.15 mmol) of 1.0 M borane in THF. This was chilled in an ice bath. A solution of 596 mg (2.7 mmol) of 3 (2 nitro 1 propenyl)benzoic acid-methyl ester in 10 mL dry THF was added to the stirred solution via syringe. Solid sodium borohydride (51.3 mg, 1.35 mmol) was then added to the mixture quickly. The mixture was stirred in the ice bath an additional 5 minutes, then at room temperature for 15 minutes The yellow color faded t... Starting materials: N1CCCCC1 (Piperidine), BrCC(=O)C=1C=CC(=C(C1)C=1NC(C2=C(N1)C(=NN2C)CCC)=O)OCC (5-(5-bromoacetyl-2-ethoxyphenyl)-1-methyl-3-n-propyl-1,6-dihydro-7H-pyrazolo[4,3-d]pyrimidin-7-one), C([O-])([O-])=O.[K+].[K+] (potassium carbonate). The solvent is C(C)#N (acetonitrile). The product is C(C)OC1=C(C=C(C=C1)C(CN1CCCCC1)=O)C=1NC(C2=C(N1)C(=NN2C)CCC)=O (5-(2-Ethoxy-5-piperidinoacetylphenyl)-1-methyl-3-n-propyl-1,6-dihydro-7H-pyrazolo[4,3-d]pyrimidin-7-one). Yield: 28.0%. RXN SMILES: [NH:1]1[CH2:6][CH2:5][CH2:4][CH2:3][CH2:2]1.Br[CH2:8][C:9]([C:11]1[CH:12]=[CH:13][C:14]([O:31][CH2:32][CH3:33])=[C:15]([C:17]2[NH:18][C:19](=[O:30])[C:20]3[N:25]([CH3:26])[N:24]=[C:23]([CH2:27][CH2:28][CH3:29])[C:21]=3[N:22]=2)[CH:16]=1)=[O:10].C(=O)([O-])[O-].[K+].[K+]>C(#N)C>[CH2:32]([O:31][C:14]1[CH:13]=[CH:12][C:11]([C:9](=[O:10])[CH2:8][N:1]2[CH2:6][CH2:5][CH2:4][CH2:3][CH2:2]2)=[CH:16][C:15]=1[C:17]1[NH:18][C:19](=[O:30])[C:20]2[N:25]([CH3:26])[N:24]=[C:23]([CH2:27][CH2:28][CH3:29])[C:21]=2[N:22]=1)[CH3:33] |f:2.3.4|. Procedure: Piperidine (0.22 ml, 0.0022 mol) was added to a stirred suspension of 5-(5-bromoacetyl-2-ethoxyphenyl)-1-methyl-3-n-propyl-1,6-dihydro-7H-pyrazolo[4,3-d]pyrimidin-7-one (Preparation 8, 0.95 g, 0.0022 mol) and anhydrous potassium carbonate (0.6 g, 0.0044 mol) in acetonitrile (50 ml) at room temperature. After 18 hours the mixture was evaporated under vacuum, the residue dissolved in water (50 ml) and the solution extracted with ethyl acetate (3×30 ml). The organic extracts were combined, washed w... Reactants: ClCCCOC1=CC=C(C=C1)/C=C/C=1OC2=C(N1)C=CC(=C2)OC ((E)-2-[2-(4-chloropropoxyphenyl)ethenyl]-6-methoxybenzoxazole), product, C(CCC)NCCCC (dibutylamine). Yields the product C(CCC)N(CCCC)CCCOC1=CC=C(C=C1)/C=C/C=1OC2=C(N1)C=CC(=C2)OC ((E)-2-[2-(4-Dibutylaminopropoxyphenyl)ethenyl]-6-methoxybenzoxazole). The yield is 8.0%. As a reaction SMILES: [CH2:1]([NH:5][CH2:6][CH2:7][CH2:8][CH3:9])[CH2:2][CH2:3][CH3:4].Cl[CH2:11][CH2:12][CH2:13][O:14][C:15]1[CH:20]=[CH:19][C:18](/[CH:21]=[CH:22]/[C:23]2[O:24][C:25]3[CH:31]=[C:30]([O:32][CH3:33])[CH:29]=[CH:28][C:26]=3[N:27]=2)=[CH:17][CH:16]=1>>[CH2:1]([N:5]([CH2:11][CH2:12][CH2:13][O:14][C:15]1[CH:16]=[CH:17][C:18](/[CH:21]=[CH:22]/[C:23]2[O:24][C:25]3[CH:31]=[C:30]([O:32][CH3:33])[CH:29]=[CH:28][C:26]=3[N:27]=2)=[CH:19][CH:20]=1)[CH2:6][CH2:7][CH2:8][CH3:9])[CH2:2][CH2:3][CH3:4]. Procedure details: Reaction of this product (2.4 g, 6.9 mmol) with dibutylamine produced 0.20 g (8% yield) of the named compound as the HCl salt, mp 151°-152° C. IR(KBr): 1600 cm-1. MS: 437(MH+). 1H NMR (CDCl3): δ 8.31-6.91 (m, 9H), 4.18 (t, J=5.1 Hz, 2H), 3.91 (s, 3H), 3.09 (m, 4H), 2.67-0.82 (m, 18H). Starting materials: Cc1cc2cc(C(F)(F)F)ccc2[nH]1, FC(F)(F)c1cccc2c(Cl)ccnc12. The product is Cc1[nH]c2ccc(C(F)(F)F)cc2c1-c1ccnc2c(C(F)(F)F)cccc12. As a reaction SMILES: [CH3:1][c:2]1[nH:3][c:4]2[cH:5][cH:6][c:7]([C:11]([F:12])([F:13])[F:14])[cH:8][c:9]2[cH:10]1.[Cl:15][c:16]1[cH:17][cH:18][n:19][c:20]2[c:21]([C:26]([F:27])([F:28])[F:29])[cH:22][cH:23][cH:24][c:25]12>>[CH3:1][c:2]1[nH:3][c:4]2[cH:5][cH:6][c:7]([C:11]([F:12])([F:13])[F:14])[cH:8][c:9]2[c:10]1-[c:16]1[cH:17][cH:18][n:19][c:20]2[c:21]([C:26]([F:27])([F:28])[F:29])[cH:22][cH:23][cH:24][c:25]12. RXN SMILES: [CH3:15][OH:16].[CH3:8][C:9](=[O:10])[O:11][C:12](=[O:13])[CH3:14].[NH2:1][n:2]1[n:3][n:4][n:5][c:6]1[SH:7].[O:17]1[CH2:18][CH2:19][CH2:20][CH2:21]1>>[NH:1]([n:2]1[n:3][n:4][n:5][c:6]1[SH:7])[C:9]([CH3:8])=[O:10]. The product is CC(=O)Nn1nnnc1S. The reactants are CO, CC(=O)OC(C)=O, Nn1nnnc1S, C1CCOC1. Reported procedure: A mixture of 14.7 g (0.0356 mol) of dimethyl 3-(α,α,α,α',α',α'-hexafluoro-3,5-xylyl)-4,5-isothiazoledicarboxylate, 7.2 g (0.18 mol) of NaOH, and 45 ml of water was held at reflux for 2 hours, was cooled, extracted twice with ether, and acidified with 30 ml (0.36 mol) of concentrated HCl. The resultant mixture was extracted three times with ether; these ether extracts were combined, dried (CaSO4), and concentrated under vacuum to 12.8 g (93.4%) of white solid, m.p. 193°-193.5° with decomposition. Reaction SMILES: [F:1][C:2]([F:27])([F:26])[C:3]1[CH:4]=[C:5]([C:13]2[C:17]([C:18]([O:20]C)=[O:19])=[C:16]([C:22]([O:24]C)=[O:23])[S:15][N:14]=2)[CH:6]=[C:7]([C:9]([F:12])([F:11])[F:10])[CH:8]=1.[OH-].[Na+].Cl>O>[F:12][C:9]([F:10])([F:11])[C:7]1[CH:6]=[C:5]([C:13]2[C:17]([C:18]([OH:20])=[O:19])=[C:16]([C:22]([OH:24])=[O:23])[S:15][N:14]=2)[CH:4]=[C:3]([C:2]([F:1])([F:27])[F:26])[CH:8]=1 |f:1.2|. Run in O (water). The product is FC(C=1C=C(C=C(C1)C(F)(F)F)C1=NSC(=C1C(=O)O)C(=O)O)(F)F (3-(α,α,α,α',α',α'-Hexafluoro-3,5-Xylyl)-4,5-Isothiazoledicarboxylic Acid). Starting materials: FC(C=1C=C(C=C(C1)C(F)(F)F)C1=NSC(=C1C(=O)OC)C(=O)OC)(F)F (dimethyl 3-(α,α,α,α',α',α'-hexafluoro-3,5-xylyl)-4,5-isothiazoledicarboxylate), [OH-].[Na+] (NaOH), Cl (HCl).